Dataset: the Open Reaction Database (ORD), a public repository of structured organic reaction records. Task: describe an organic reaction: reactants, conditions, products, and yield Reactants: B, C1CCOC1, N#Cc1cc2ncc(N)n2cc1-c1ccc(Cl)cc1Cl. Yields the product NCc1cc2ncc(N)n2cc1-c1ccc(Cl)cc1Cl. As a reaction SMILES: [BH3:21].[CH2:22]1[O:23][CH2:24][CH2:25][CH2:26]1.[NH2:1][c:2]1[cH:3][n:4][c:5]2[n:6]1[cH:7][c:8](-[c:13]1[c:14]([Cl:20])[cH:15][c:16]([Cl:19])[cH:17][cH:18]1)[c:9]([C:11]#[N:12])[cH:10]2>>[NH2:1][c:2]1[cH:3][n:4][c:5]2[n:6]1[cH:7][c:8](-[c:13]1[c:14]([Cl:20])[cH:15][c:16]([Cl:19])[cH:17][cH:18]1)[c:9]([CH2:11][NH2:12])[cH:10]2.